This data is from the Open Reaction Database (ORD), a public repository of structured organic reaction records. The task is: describe an organic reaction: reactants, conditions, products, and yield Reactants: CCC(C)C(NS(=O)(=O)Cc1ccccc1)C(=O)NC(CCSC)C(=O)NCc1ccc(C(=N)SC)cc1, CO, ClCCl, NN. Yields the product CCC(C)C(NS(=O)(=O)Cc1ccccc1)C(=O)NC(CCSC)C(=O)NCc1ccc(C(=N)NN)cc1. Reaction SMILES: [CH2:1]([c:2]1[cH:3][cH:4][cH:5][cH:6][cH:7]1)[S:8](=[O:9])(=[O:10])[NH:11][CH:12]([CH:13]([CH3:14])[CH2:15][CH3:16])[C:17](=[O:18])[NH:19][CH:20]([CH2:21][CH2:22][S:23][CH3:24])[C:25](=[O:26])[NH:27][CH2:28][c:29]1[cH:30][cH:31][c:32]([C:35]([S:36][CH3:37])=[NH:38])[cH:33][cH:34]1.[CH3:44][OH:45].[Cl:41][CH2:42][Cl:43].[NH2:39][NH2:40]>>[CH2:1]([c:2]1[cH:3][cH:4][cH:5][cH:6][cH:7]1)[S:8](=[O:9])(=[O:10])[NH:11][CH:12]([CH:13]([CH3:14])[CH2:15][CH3:16])[C:17](=[O:18])[NH:19][CH:20]([CH2:21][CH2:22][S:23][CH3:24])[C:25](=[O:26])[NH:27][CH2:28][c:29]1[cH:30][cH:31][c:32]([C:35](=[NH:38])[NH:39][NH2:40])[cH:33][cH:34]1. Starting materials: [Cl-].[NH4+] (ammonium chloride), aqueous solution, C([O-])([O-])=O.[Na+].[Na+] (sodium carbonate), C(C)N1CCN(CC1)C1=NC(=CC2=CC=CC=C12)C1=CC=C(C=C1)C(C)=O (1-(4-ethylpiperazin-1-yl)-3-(4-acetylphenyl)isoquinoline), CCOCC (ether). Solvent: C(C)(=O)OCC (ethyl acetate), O1CCCC1 (tetrahydrofuran). The product is C(C)N1CCN(CC1)C1=NC(=CC2=CC=CC=C12)C1=CC=C(C=C1)C(C)(C)O (1-(4-ethylpiperazin-1-yl)-3-[4-(1-hydroxy-1-methylethyl)phenyl]isoquinoline). Reaction SMILES: [CH2:1]([N:3]1[CH2:8][CH2:7][N:6]([C:9]2[C:18]3[C:13](=[CH:14][CH:15]=[CH:16][CH:17]=3)[CH:12]=[C:11]([C:19]3[CH:24]=[CH:23][C:22]([C:25](=[O:27])[CH3:26])=[CH:21][CH:20]=3)[N:10]=2)[CH2:5][CH2:4]1)[CH3:2].[CH3:28]COCC.[Cl-].[NH4+].C(=O)([O-])[O-].[Na+].[Na+]>O1CCCC1.C(OCC)(=O)C>[CH2:1]([N:3]1[CH2:4][CH2:5][N:6]([C:9]2[C:18]3[C:13](=[CH:14][CH:15]=[CH:16][CH:17]=3)[CH:12]=[C:11]([C:19]3[CH:20]=[CH:21][C:22]([C:25]([OH:27])([CH3:28])[CH3:26])=[CH:23][CH:24]=3)[N:10]=2)[CH2:7][CH2:8]1)[CH3:2] |f:2.3,4.5.6|. Procedure: The resulting 1-(4-ethylpiperazin-1-yl)-3-(4-acetylphenyl)isoquinoline (0.10 g) was dissolved in tetrahydrofuran (10 ml) and stirred under ice-cooling, to which was then added 3.0Methylmagnesiumbromide/ether solution (1.1 ml), and the mixture was further stirred for 1.5 hr. An aqueous solution of saturated ammonium chloride, a 10% aqueous solution of sodium carbonate and ethyl acetate were added to the resulting mixture, the mixture was stirred. The organic layer was separated, and then it was w... Starting materials: CCOC(C)=O, CCCCCC, O=C(CCl)N1CCN(c2ccc(F)cc2)CC1, Cc1[nH]nc(N)c1Cl, [K+], [K+], O=C([O-])[O-], CN(C)C=O. The product is Cc1c(Cl)c(N)nn1CC(=O)N1CCN(c2ccc(F)cc2)CC1. RXN SMILES: [C:37]([O:38][CH2:39][CH3:40])(=[O:41])[CH3:42].[CH3:43][CH2:44][CH2:45][CH2:46][CH2:47][CH3:48].[Cl:15][CH2:16][C:17](=[O:18])[N:19]1[CH2:20][CH2:21][N:22]([c:25]2[cH:26][cH:27][c:28]([F:31])[cH:29][cH:30]2)[CH2:23][CH2:24]1.[Cl:1][c:2]1[c:3]([NH2:8])[n:4][nH:5][c:6]1[CH3:7].[K+:10].[K+:9].[O-:11][C:12]([O-:13])=[O:14].[O:32]=[CH:33][N:34]([CH3:35])[CH3:36]>>[Cl:1][c:2]1[c:3]([NH2:8])[n:4][n:5]([CH2:16][C:17](=[O:18])[N:19]2[CH2:20][CH2:21][N:22]([c:25]3[cH:26][cH:27][c:28]([F:31])[cH:29][cH:30]3)[CH2:23][CH2:24]2)[c:6]1[CH3:7]. Reactants: CC1=C(C(=O)O)C=CC=C1C (2,3-dimethylbenzoic acid), COC1=CC=C(C=C1)C(CN)N1CCCCC1 (2-(4-methoxy-phenyl)-2-piperidin-1-yl-ethylamine). Yields the product COC1=CC=C(C=C1)C(CNC(C1=C(C(=CC=C1)C)C)=O)N1CCCCC1 (N-[2-(4-Methoxy-phenyl)-2-piperidin-1-yl-ethyl]-2,3-dimethyl-benzamide). Reaction SMILES: [CH3:1][C:2]1[C:10]([CH3:11])=[CH:9][CH:8]=[CH:7][C:3]=1[C:4]([OH:6])=O.[CH3:12][O:13][C:14]1[CH:19]=[CH:18][C:17]([CH:20]([N:23]2[CH2:28][CH2:27][CH2:26][CH2:25][CH2:24]2)[CH2:21][NH2:22])=[CH:16][CH:15]=1>>[CH3:12][O:13][C:14]1[CH:19]=[CH:18][C:17]([CH:20]([N:23]2[CH2:28][CH2:27][CH2:26][CH2:25][CH2:24]2)[CH2:21][NH:22][C:4](=[O:6])[C:3]2[CH:7]=[CH:8][CH:9]=[C:10]([CH3:11])[C:2]=2[CH3:1])=[CH:16][CH:15]=1. Procedure: From 2,3-dimethylbenzoic acid and 2-(4-methoxy-phenyl)-2-piperidin-1-yl-ethylamine.